Dataset: the Open Reaction Database (ORD), a public repository of structured organic reaction records. Task: describe an organic reaction: reactants, conditions, products, and yield Reported procedure: Cool (0° C.) a solution of 2-([4-methyl-2-(4-trifluoromethyl-phenyl)-thiazol-5-yl)-methanol (450 mg, 1.64 mmol) in THF and add NaH (70 mg, 50% dispersion in mineral oil, 1.75 mmol). Stir the resulting mixture for 5 min. Remove the cold bath and continue stirring for 1 hr. To this mixture add 3-(bromomethyl)-benzoic acid methyl ester (450 mg, 1.95 mmol). Stir the resulting mixture for 3 hr then quench the reaction with sat. NH4Cl solution. Dilute the mixture with ether, wash with brine, dry over ... Run at time 5 minute. Run in CCOCC (ether). Reactants: [H-].[Na+] (NaH), CC=1N=C(SC1CO)C1=CC=C(C=C1)C(F)(F)F ([4-methyl-2-(4-trifluoromethyl-phenyl)-thiazol-5-yl)-methanol), C1CCOC1 (THF), COC(C1=CC(=CC=C1)CBr)=O (3-(bromomethyl)-benzoic acid methyl ester). RXN SMILES: C[C:2]1[N:3]=[C:4]([C:9]2[CH:14]=[CH:13][C:12]([C:15]([F:18])([F:17])[F:16])=[CH:11][CH:10]=2)[S:5]C=1CO.[H-].[Na+].[CH3:21][O:22][C:23](=[O:32])[C:24]1[CH:29]=[CH:28][CH:27]=[C:26](CBr)[CH:25]=1.[CH2:33]1[CH2:37][O:36][CH2:35][CH2:34]1>CCOCC>[CH3:21][O:22][C:23](=[O:32])[C:24]1[CH:25]=[CH:26][C:27]([CH:35]([C:34]2[S:5][CH:4]([C:9]3[CH:10]=[CH:11][C:12]([C:15]([F:16])([F:17])[F:18])=[CH:13][CH:14]=3)[N:3]([CH3:2])[CH:33]=2)[O:36][CH3:37])=[CH:28][CH:29]=1 |f:1.2|. The product is COC(C1=CC=C(C=C1)C(OC)C1=CN(C(S1)C1=CC=C(C=C1)C(F)(F)F)C)=O (4-([3-Methyl-2-(4-trifluoromethyl-phenyl)-thiazol-5-yl)-methoxymethyl]-benzoic acid methyl ester). Starting materials: C, CCOC(=O)CCc1ccc(Oc2ccc([N+](=O)[O-])cn2)c(OCC)c1, CCO, O=C(Cl)c1ccc(Cl)c(Cl)c1, Cl, [Pd], c1ccncc1. Yields the product CCOC(=O)CCc1ccc(Oc2ccc(NC(=O)c3ccc(Cl)c(Cl)c3)cn2)c(OCC)c1. As a reaction SMILES: [C:48].[CH2:1]([CH3:2])[O:3][c:4]1[cH:5][c:6]([CH2:20][CH2:21][C:22](=[O:23])[O:24][CH2:25][CH3:26])[cH:7][cH:8][c:9]1[O:10][c:11]1[n:12][cH:13][c:14]([N+:17]([O-:18])=[O:19])[cH:15][cH:16]1.[CH3:45][CH2:46][OH:47].[Cl:33][c:34]1[cH:35][c:36]([C:37](=[O:38])[Cl:39])[cH:40][cH:41][c:42]1[Cl:43].[ClH:44].[Pd:49].[cH:27]1[cH:28][cH:29][n:30][cH:31][cH:32]1>>[CH2:1]([CH3:2])[O:3][c:4]1[cH:5][c:6]([CH2:20][CH2:21][C:22](=[O:23])[O:24][CH2:25][CH3:26])[cH:7][cH:8][c:9]1[O:10][c:11]1[n:12][cH:13][c:14]([NH:17][C:37]([c:36]2[cH:35][c:34]([Cl:33])[c:42]([Cl:43])[cH:41][cH:40]2)=[O:38])[cH:15][cH:16]1. Starting materials: FC1=CC2=C(CC(C3=C(S2)C=CC(=C3)C(C(=O)N)C)=O)C=C1 (2-(10,11-dihydro-7-fluoro-11-oxodibenzo[b,f]thiepin-2-yl)-propionamide), C(C)(=O)O (acetic acid), Cl (hydrochloric acid). The solvent is O (water). Reaction conditions: temperature 100 celsius, time 2 hour. The product is FC1=CC2=C(CC(C3=C(S2)C=CC(=C3)C(C(=O)O)C)=O)C=C1 (2-(10,11-dihydro-7-fluoro-11-oxodibenzo[b,f]thiepin-2-yl)-propionic acid). Yield: 67.0%. RXN SMILES: [F:1][C:2]1[CH:22]=[CH:21][C:5]2[CH2:6][C:7](=[O:20])[C:8]3[CH:14]=[C:13]([CH:15]([CH3:19])[C:16](N)=[O:17])[CH:12]=[CH:11][C:9]=3[S:10][C:4]=2[CH:3]=1.C(O)(=[O:25])C.Cl>O>[F:1][C:2]1[CH:22]=[CH:21][C:5]2[CH2:6][C:7](=[O:20])[C:8]3[CH:14]=[C:13]([CH:15]([CH3:19])[C:16]([OH:25])=[O:17])[CH:12]=[CH:11][C:9]=3[S:10][C:4]=2[CH:3]=1. Reported procedure: To a mixture of 300 mg of 2-(10,11-dihydro-7-fluoro-11-oxodibenzo[b,f]thiepin-2-yl)-propionamide and 3 ml of acetic acid was added 3 ml of hydrochloric acid, and the resulting mixture was stirred at 100° C. for 2 hours. After cooling, to this was added water, and the mixture was extracted with ethyl acetate. The extract was re-extracted with a dilute sodium hydroxide solution. The aqueous layer was acidified with hydrochloric acid and extracted with ethyl acetate. The extract was washed with a s... Starting materials: Cc1c(O)cccc1O, CCO, [K+], CC(C)CCON=O, [OH-]. The product is Cc1c(O)ccc(N=O)c1O. As a reaction SMILES: [CH3:1][c:2]1[c:3]([OH:4])[cH:5][cH:6][cH:7][c:8]1[OH:9].[CH3:20][CH2:21][OH:22].[K+:11].[N:12](=[O:13])[O:14][CH2:15][CH2:16][CH:17]([CH3:18])[CH3:19].[OH-:10]>>[CH3:1][c:2]1[c:3]([OH:4])[cH:5][cH:6][c:7]([N:12]=[O:13])[c:8]1[OH:9]. Reactants: CCCCCCCCBr, [H-], [Na+], CN(C)C=O, O=C(O)c1ccc2[nH]c(C(=O)O)cc2c1. The product is CCCCCCCCn1c(C(=O)O)cc2cc(C(=O)O)ccc21. RXN SMILES: [CH2:18]([CH2:19][CH2:20][CH2:21][CH2:22][CH2:23][CH2:24][CH3:25])[Br:26].[H-:1].[Na+:2].[O:27]=[CH:28][N:29]([CH3:30])[CH3:31].[nH:3]1[c:4]([C:15](=[O:16])[OH:17])[cH:5][c:6]2[cH:7][c:8]([C:12](=[O:13])[OH:14])[cH:9][cH:10][c:11]12>>[n:3]1([CH2:18][CH2:19][CH2:20][CH2:21][CH2:22][CH2:23][CH2:24][CH3:25])[c:4]([C:15](=[O:16])[OH:17])[cH:5][c:6]2[cH:7][c:8]([C:12](=[O:13])[OH:14])[cH:9][cH:10][c:11]12. The yield is 91.2%. Reaction conditions: time 15 minute. The product is COC(=O)C1=CC2=C(S1)SC(=C2)S(=O)(=O)Cl (5-methoxycarbonylthieno[2,3-b]thiophene-2-sulfonylchloride). RXN SMILES: P(Cl)(Cl)(Cl)(Cl)Cl.[Cl:7][S:8]([OH:11])(=O)=[O:9].[S:12]1[C:16]2[S:17][CH:18]=[CH:19][C:15]=2[CH:14]=[C:13]1[C:20]([O:22][CH3:23])=[O:21]>>[CH3:23][O:22][C:20]([C:13]1[S:12][C:16]2[S:17][C:18]([S:8]([Cl:7])(=[O:11])=[O:9])=[CH:19][C:15]=2[CH:14]=1)=[O:21]. Procedure: Crystals of phosphorus pentachloride (9.80 g., 47.1 mmoles) were added in portions to chlorosulfonic acid (9 ml., 15.4 g., 132 mmoles) in an inert atmosphere. The solution was stirred for 15 minutes. To this solution small portions of methyl thieno[2,3-b]thiophene-2-carboxylate (8.49 g., 42.8 mmoles) were slowly added, allowing for subsiding of effervescence between additions. After the addition was complete, the solution was stirred in an inert atmosphere for 25 minutes. The resulting solution ... Reactants: P(Cl)(Cl)(Cl)(Cl)Cl (phosphorus pentachloride), ClS(=O)(=O)O (chlorosulfonic acid), S1C(=CC2=C1SC=C2)C(=O)OC (methyl thieno[2,3-b]thiophene-2-carboxylate). Starting materials: CS(=O)C (dimethyl sulfoxide), ClC1=C(CN2C(=C(C=3N(C(N(C(C32)=O)C)=O)C)C#N)N3C[C@@H](CCC3)NC(OC(C)(C)C)=O)C=CC=C1 (tert-butyl {(3R)-1-[5-(2-chlorobenzyl)-7-cyano-1,3-dimethyl-2,4-dioxo-2,3,4,5-tetrahydro-1H-pyrrolo[3,2-d]pyrimidin-6-yl]piperidin-3-yl}carbamate), C([O-])([O-])=O.[K+].[K+] (potassium carbonate), OO (hydrogen peroxide), aqueous solution. Run in O (water), O (Water). Reaction conditions: temperature 25 celsius, time 15 hour. Product: NC(=O)C1=C(N(C2=C1N(C(N(C2=O)C)=O)C)CC2=C(C=CC=C2)Cl)N2C[C@@H](CCC2)NC(OC(C)(C)C)=O (tert-Butyl {(3R)-1-[7-(aminocarbonyl)-5-(2-chlorobenzyl)-1,3-dimethyl-2,4-dioxo-2,3,4,5-tetrahydro-1H-pyrrolo[3,2-d]pyrimidin-6-yl]piperidin-3-yl}carbamate). Isolated yield 84.3%. Reaction SMILES: CS(C)=O.[Cl:5][C:6]1[CH:41]=[CH:40][CH:39]=[CH:38][C:7]=1[CH2:8][N:9]1[C:17]2[C:16](=[O:18])[N:15]([CH3:19])[C:14](=[O:20])[N:13]([CH3:21])[C:12]=2[C:11]([C:22]#[N:23])=[C:10]1[N:24]1[CH2:29][CH2:28][CH2:27][C@@H:26]([NH:30][C:31](=[O:37])[O:32][C:33]([CH3:36])([CH3:35])[CH3:34])[CH2:25]1.C(=O)([O-])[O-:43].[K+].[K+].OO>O>[NH2:23][C:22]([C:11]1[C:12]2[N:13]([CH3:21])[C:14](=[O:20])[N:15]([CH3:19])[C:16](=[O:18])[C:17]=2[N:9]([CH2:8][C:7]2[CH:38]=[CH:39][CH:40]=[CH:41][C:6]=2[Cl:5])[C:10]=1[N:24]1[CH2:29][CH2:28][CH2:27][C@@H:26]([NH:30][C:31](=[O:37])[O:32][C:33]([CH3:34])([CH3:35])[CH3:36])[CH2:25]1)=[O:43] |f:2.3.4|. Reported procedure: To a mixed solution of dimethyl sulfoxide (250 ml) and water (25 ml) were added tert-butyl {(3R)-1-[5-(2-chlorobenzyl)-7-cyano-1,3-dimethyl-2,4-dioxo-2,3,4,5-tetrahydro-1H-pyrrolo[3,2-d]pyrimidin-6-yl]piperidin-3-yl}carbamate (17.9 g) and potassium carbonate (4.7 g). In a water bath, an aqueous hydrogen peroxide solution (a 30-35% aqueous solution, 17 ml) was added dropwise and the resulting mixture was stirred at 25° C. for 15 hours. Water was added to the reaction solution, followed by extract... Reactants: ClCCl, OCCc1ccccc1F, O=[Cr](=O)([O-])Cl, c1cc[nH+]cc1. Yields the product O=CCc1ccccc1F. Reaction SMILES: [Cl:22][CH2:23][Cl:24].[F:1][c:2]1[c:3]([CH2:4][CH2:5][OH:6])[cH:7][cH:8][cH:9][cH:10]1.[O:11]=[Cr:12]([Cl:13])([O-:14])=[O:15].[nH+:16]1[cH:17][cH:18][cH:19][cH:20][cH:21]1>>[F:1][c:2]1[c:3]([CH2:4][CH:5]=[O:6])[cH:7][cH:8][cH:9][cH:10]1. The reactants are CCCC[N+](CCCC)(CCCC)CCCC, ClCCl, [O-]Cl, OC(C1CCCCC1)C(F)(F)F, [Na+], O, O=S(=O)([O-])O. Yields the product O=C(C1CCCCC1)C(F)(F)F. RXN SMILES: [CH2:22]([N+:23]([CH2:24][CH2:25][CH2:26][CH3:27])([CH2:28][CH2:29][CH2:30][CH3:31])[CH2:32][CH2:33][CH2:34][CH3:35])[CH2:36][CH2:37][CH3:38].[CH2:39]([Cl:40])[Cl:41].[Cl:13][O-:14].[F:1][C:2]([CH:3]([OH:4])[CH:5]1[CH2:6][CH2:7][CH2:8][CH2:9][CH2:10]1)([F:11])[F:12].[Na+:15].[OH2:16].[S:17]([O-:18])([OH:19])(=[O:20])=[O:21]>>[F:1][C:2]([C:3](=[O:4])[CH:5]1[CH2:6][CH2:7][CH2:8][CH2:9][CH2:10]1)([F:11])[F:12]. The reactants are ClC1=C(C=O)C=C(C=C1)OC (2-chloro-5-methoxybenzaldehyde), NC1=NNC=C1 (3-aminopyrazole), O=C(CC(=O)OCC)CCC (ethyl 3-ketohexanoate). Product: ClC1=C(C=C(C=C1)OC)C1C=2C(NC(=C1C(=O)OCC)CCC)=NNC2 (Ethyl 4-(2-chloro-5-methoxyphenyl)-4,7-dihydro-6-propyl-2H-pyrazolo[3,4-b]pyridine-5-carboxylate). As a reaction SMILES: [Cl:1][C:2]1[CH:9]=[CH:8][C:7]([O:10][CH3:11])=[CH:6][C:3]=1[CH:4]=O.[NH2:12][C:13]1[CH:17]=[CH:16][NH:15][N:14]=1.O=[C:19]([CH2:26][CH2:27][CH3:28])[CH2:20][C:21]([O:23][CH2:24][CH3:25])=[O:22]>>[Cl:1][C:2]1[CH:9]=[CH:8][C:7]([O:10][CH3:11])=[CH:6][C:3]=1[CH:4]1[C:20]([C:21]([O:23][CH2:24][CH3:25])=[O:22])=[C:19]([CH2:26][CH2:27][CH3:28])[NH:12][C:13]2=[N:14][NH:15][CH:16]=[C:17]12. Procedure: The title compound was prepared from 2-chloro-5-methoxybenzaldehyde, 3-aminopyrazole and ethyl 3-ketohexanoate in the same manner as in Example 25.